Dataset: the Open Reaction Database (ORD), a public repository of structured organic reaction records. Task: describe an organic reaction: reactants, conditions, products, and yield Starting materials: [Cl-].C1(CCCCCCC1)[NH2+]CCCl (N-cyclooctyl-N-(2-chloroethyl)ammonium chloride), COC1=C(C=CC(=C1)[N+](=O)[O-])N=C=S (2-methoxy-4-nitrophenyl isothiocyanate). Product: COC1=C(C=CC(=C1)[N+](=O)[O-])N=C1SCCN1C1CCCCCCC1 (2-(2-methoxy-4-nitrophenylimino)-3-cyclooctyl-1,3-thiazolidine). As a reaction SMILES: [Cl-].[CH:2]1([NH2+:10][CH2:11][CH2:12]Cl)[CH2:9][CH2:8][CH2:7][CH2:6][CH2:5][CH2:4][CH2:3]1.[CH3:14][O:15][C:16]1[CH:21]=[C:20]([N+:22]([O-:24])=[O:23])[CH:19]=[CH:18][C:17]=1[N:25]=[C:26]=[S:27]>>[CH3:14][O:15][C:16]1[CH:21]=[C:20]([N+:22]([O-:24])=[O:23])[CH:19]=[CH:18][C:17]=1[N:25]=[C:26]1[N:10]([CH:2]2[CH2:9][CH2:8][CH2:7][CH2:6][CH2:5][CH2:4][CH2:3]2)[CH2:11][CH2:12][S:27]1 |f:0.1|. Procedure details: 2-Hydroxyethylamine was reacted with cyclooctyl bromide according to Method B2a to give N-cyclooctyl-N-(2-hydroxyethyl)amine. The alcohol was reacted with SOCl2 according to Method B7c to give N-cyclooctyl-N-(2-chloroethyl)ammonium chloride. The chloroethylamine was reacted with 2-methoxy-4-nitrophenyl isothiocyanate to give 2-(2-methoxy-4-nitrophenylimino)-3-cyclooctyl-1,3-thiazolidine. RXN SMILES: [C:1](=[O:2])([OH:3])[CH2:4][CH2:5][CH2:6][CH:7]([C:8](=[O:9])[O:10][CH:11]([CH2:12][C:13](=[O:14])[NH2:15])[CH2:16][CH2:17][CH2:18][CH2:19][CH2:20][CH2:21][CH2:22][CH2:23][CH2:24][CH2:25][CH2:26][CH2:27][CH3:28])[NH:29][C:30](=[O:31])[c:32]1[cH:33][n:34][c:35]2[cH:36][cH:37][cH:38][cH:39][c:40]2[cH:41]1.[CH3:42][Si:43]([CH:44]=[N+:45]=[N-:46])([CH3:47])[CH3:48].[CH3:49][OH:50].[CH3:51][CH2:52][CH2:53][CH2:54][CH2:55][CH3:56]>>[C:1]([O:2][CH3:42])(=[O:3])[CH2:4][CH2:5][CH2:6][CH:7]([C:8](=[O:9])[O:10][CH:11]([CH2:12][C:13](=[O:14])[NH2:15])[CH2:16][CH2:17][CH2:18][CH2:19][CH2:20][CH2:21][CH2:22][CH2:23][CH2:24][CH2:25][CH2:26][CH2:27][CH3:28])[NH:29][C:30](=[O:31])[c:32]1[cH:33][n:34][c:35]2[cH:36][cH:37][cH:38][cH:39][c:40]2[cH:41]1. Product: CCCCCCCCCCCCCC(CC(N)=O)OC(=O)C(CCCC(=O)OC)NC(=O)c1cnc2ccccc2c1. Reactants: CCCCCCCCCCCCCC(CC(N)=O)OC(=O)C(CCCC(=O)O)NC(=O)c1cnc2ccccc2c1, C[Si](C)(C)C=[N+]=[N-], CO, CCCCCC. The reactants are CCOC(=O)c1cc(Br)nc2[nH]ncc12, BrC1CCC1, CC#N, [K+], [K+], O=C([O-])[O-]. Product: CCOC(=O)c1cc(Br)nc2c1cnn2C1CCC1. Reaction SMILES: [Br:1][c:2]1[cH:3][c:4]([C:11](=[O:12])[O:13][CH2:14][CH3:15])[c:5]2[c:6]([n:7]1)[nH:8][n:9][cH:10]2.[Br:22][CH:23]1[CH2:24][CH2:25][CH2:26]1.[CH3:27][C:28]#[N:29].[K+:16].[K+:17].[O-:18][C:19]([O-:20])=[O:21]>>[Br:1][c:2]1[cH:3][c:4]([C:11](=[O:12])[O:13][CH2:14][CH3:15])[c:5]2[c:6]([n:7]1)[n:8]([CH:23]1[CH2:24][CH2:25][CH2:26]1)[n:9][cH:10]2. Starting materials: Cl.Cl.N12C[C@@H](C(CC1)CC2)N ((R)-1-azabicyclo[2.2.2]oct-3-ylamine dihydrochloride), ClC1=C(C=CC=C1)/C=C/C(=O)O (E-3-(2-chlorophenyl)propenoic acid). Product: N12C[C@@H](C(CC1)CC2)NC(\C=C\C2=C(C=CC=C2)Cl)=O ((R)-N-(1-Azabicyclo[2.2.2]oct-3-yl)[E-3-(2-chlorophenyl)propenamide]). Reaction SMILES: Cl.Cl.[N:3]12[CH2:10][CH2:9][CH:6]([CH2:7][CH2:8]1)[C@@H:5]([NH2:11])[CH2:4]2.[Cl:12][C:13]1[CH:18]=[CH:17][CH:16]=[CH:15][C:14]=1/[CH:19]=[CH:20]/[C:21](O)=[O:22]>>[N:3]12[CH2:10][CH2:9][CH:6]([CH2:7][CH2:8]1)[C@@H:5]([NH:11][C:21](=[O:22])/[CH:20]=[CH:19]/[C:14]1[CH:15]=[CH:16][CH:17]=[CH:18][C:13]=1[Cl:12])[CH2:4]2 |f:0.1.2|. Procedure: Prepared as a free base by a method analogous to that described in Example 1 from (R)-1-azabicyclo[2.2.2]oct-3-ylamine dihydrochloride and E-3-(2-chlorophenyl)propenoic acid; MS (ES+) 291 and 293 (MH+). The reactants are NC1=C(N=C(S1)C=1C=NC(=CC1)N1CCOCC1)C(=O)N (5-amino-2-(6-morpholin-4-ylpyridin-3-yl)-1,3-thiazole-4-carboxamide), BrC1=CC=CC(=N1)C(CO)N1CCOCC1 (2-(6-bromopyridin-2-yl)-2-morpholin-4-ylethanol), CC(C)C1=CC(=C(C(=C1)C(C)C)C2=C(C=CC=C2)P(C3CCCCC3)C4CCCCC4)C(C)C (X-PHOS), C([O-])([O-])=O.[K+].[K+] (potassium carbonate). The reagents and catalysts are C=1C=CC(=CC1)/C=C/C(=O)/C=C/C2=CC=CC=C2.C=1C=CC(=CC1)/C=C/C(=O)/C=C/C2=CC=CC=C2.C=1C=CC(=CC1)/C=C/C(=O)/C=C/C2=CC=CC=C2.[Pd].[Pd] (Pd2(dba)3). Reaction conditions: time 8 hour. Yields the product OCC(N1CCOCC1)C1=CC=CC(=N1)NC1=C(N=C(S1)C=1C=NC(=CC1)N1CCOCC1)C(=O)N (5-{[6-(2-Hydroxy-1-morpholin-4-ylethyl)pyridin-2-yl]amino}-2-(6-morpholin-4-ylpyridin-3-yl)-1,3-thiazole-4-carboxamide). RXN SMILES: [NH2:1][C:2]1[S:6][C:5]([C:7]2[CH:8]=[N:9][C:10]([N:13]3[CH2:18][CH2:17][O:16][CH2:15][CH2:14]3)=[CH:11][CH:12]=2)=[N:4][C:3]=1[C:19]([NH2:21])=[O:20].CC(C1C=C(C(C)C)C(C2C=CC=CC=2P(C2CCCCC2)C2CCCCC2)=C(C(C)C)C=1)C.C(=O)([O-])[O-].[K+].[K+].Br[C:63]1[N:68]=[C:67]([CH:69]([N:72]2[CH2:77][CH2:76][O:75][CH2:74][CH2:73]2)[CH2:70][OH:71])[CH:66]=[CH:65][CH:64]=1>C1C=CC(/C=C/C(/C=C/C2C=CC=CC=2)=O)=CC=1.C1C=CC(/C=C/C(/C=C/C2C=CC=CC=2)=O)=CC=1.C1C=CC(/C=C/C(/C=C/C2C=CC=CC=2)=O)=CC=1.[Pd].[Pd]>[OH:71][CH2:70][CH:69]([C:67]1[N:68]=[C:63]([NH:1][C:2]2[S:6][C:5]([C:7]3[CH:8]=[N:9][C:10]([N:13]4[CH2:18][CH2:17][O:16][CH2:15][CH2:14]4)=[CH:11][CH:12]=3)=[N:4][C:3]=2[C:19]([NH2:21])=[O:20])[CH:64]=[CH:65][CH:66]=1)[N:72]1[CH2:77][CH2:76][O:75][CH2:74][CH2:73]1 |f:2.3.4,6.7.8.9.10|. Procedure: A sealed tube was charged with a stir bar, 5-amino-2-(6-morpholin-4-ylpyridin-3-yl)-1,3-thiazole-4-carboxamide (100 mg, 0.33 mmol), Pd2(dba)3 (30.0 mg, 0.033 mmol), X-PHOS (78 mg, 0.16 mmol), and potassium carbonate (50 mg, 0.36 mmol). The tube was evacuated and backfilled with argon (3×). 2-(6-Bromopyridin-2-yl)-2-morpholin-4-ylethanol (Enantiomer B) (Example 3, Step 1, chiral separation) (94 mg, 0.33 mmol) was placed in a separate vial which was also evacuated and backfilled with argon (3×). F... Starting materials: BrC=1C=NC=NC1 (5-bromopyrimidine), [Cl-].[NH4+] (ammonium chloride), C(CCC)[Li] (n-butyl-lithium), CC(C=O)(C)C (trimethylacetaldehyde). The solvent is O1CCCC1 (tetrahydrofuran), CCOCC (ether), O (water). Run at temperature -120 celsius, time 1 hour. The product is OC(C(C)(C)C)C=1C=NC=NC1 (5-(1-hydroxy-2,2-dimethylpropyl)pyrimidine). The yield is 56.0%. As a reaction SMILES: Br[C:2]1[CH:3]=[N:4][CH:5]=[N:6][CH:7]=1.C([Li])CCC.[CH3:13][C:14]([CH3:18])([CH3:17])[CH:15]=[O:16].[Cl-].[NH4+]>O1CCCC1.CCOCC.O>[OH:16][CH:15]([C:2]1[CH:3]=[N:4][CH:5]=[N:6][CH:7]=1)[C:14]([CH3:18])([CH3:17])[CH3:13] |f:3.4|. Reported procedure: 225 g of 5-bromopyrimidine were dissolved in 1.5 liters of absolute tetrahydrofuran/1,000 ml of absolute ether, and the solution was cooled to -120° C. 250 ml of 50% strength n-butyl-lithium (in n-hexane) were added dropwise to the solution, during the course of 2 hours, at an internal temperature of -105° to -115° C. The mixture was further stirred for 1 hours at this temperature. 309 ml of trimethylacetaldehyde was then added dropwise during the course of 2 hours. The reaction mixture was then... Reactants: I(=O)(=O)(=O)[O-].[Na+] (sodium periodate), OC1(COC2=C(C=C1)C=C(C=C2)C(=O)OC)CO (methyl 3-hydroxy-3-(hydroxymethyl)-2,3-dihydro-1-benzoxepin-7-carboxylate). Solvent: O1CCOCC1.O (dioxane water), 3/1. Yields the product O=C1COC2=C(C=C1)C=C(C=C2)C(=O)OC (methyl 3-oxo-2,3-dihydro-1-benzoxepin-7-carboxylate). Yield: 45.0%. RXN SMILES: I([O-])(=O)(=O)=O.[Na+].[OH:7][C:8]1(CO)[CH:14]=[CH:13][C:12]2[CH:15]=[C:16]([C:19]([O:21][CH3:22])=[O:20])[CH:17]=[CH:18][C:11]=2[O:10][CH2:9]1>O1CCOCC1.O>[O:7]=[C:8]1[CH:14]=[CH:13][C:12]2[CH:15]=[C:16]([C:19]([O:21][CH3:22])=[O:20])[CH:17]=[CH:18][C:11]=2[O:10][CH2:9]1 |f:0.1,3.4|. Reported procedure: 116 mg (0.54 mmol) of sodium periodate are added at ambient temperature in 4 equal portions, every quarter of an hour, to 135 mg (0.54 mmol) of methyl 3-hydroxy-3-(hydroxymethyl)-2,3-dihydro-1-benzoxepin-7-carboxylate, prepared according to example 45, in solution in 16 ml of a 3/1 dioxane/water mixture. After the usual treatments, the crude reaction product is purified by chromatography on silica gel (ethyl acetate/heptane 25/75) to give 53 mg (45%) of methyl 3-oxo-2,3-dihydro-1-benzoxepin-7-ca...